This data is from the Open Reaction Database (ORD), a public repository of structured organic reaction records. The task is: describe an organic reaction: reactants, conditions, products, and yield Product: BrC=1C=CC(=C(C=O)C1)OC1=CC(=NC(=C1)C)C (5-bromo-2-(2,6-dimethyl-pyridin-4-yloxy)-benzaldehyde), solid. Reactants: BrC=1C=CC(=C(C=O)C1)F (5-bromo-2-fluorobenzaldehyde), CC1=NC(=CC(=C1)O)C (2,6-dimethyl-4-hydroxypyridine), C(=O)([O-])[O-].[K+].[K+] (K2CO3). Yield: 98.0%. The solvent is CN(C(C)=O)C (N,N-dimethylacetamide). As a reaction SMILES: [Br:1][C:2]1[CH:3]=[CH:4][C:5](F)=[C:6]([CH:9]=1)[CH:7]=[O:8].[CH3:11][C:12]1[CH:17]=[C:16]([OH:18])[CH:15]=[C:14]([CH3:19])[N:13]=1.C([O-])([O-])=O.[K+].[K+]>CN(C)C(=O)C>[Br:1][C:2]1[CH:3]=[CH:4][C:5]([O:18][C:16]2[CH:15]=[C:14]([CH3:19])[N:13]=[C:12]([CH3:11])[CH:17]=2)=[C:6]([CH:9]=1)[CH:7]=[O:8] |f:2.3.4|. Procedure details: In a manner similar to the method described in Example 50a, 5-bromo-2-fluorobenzaldehyde (4.1 g, 20 mmol) (Alfa) was reacted with 2,6-dimethyl-4-hydroxypyridine (2.5 g, 20 mmol) and K2CO3 in N,N-dimethylacetamide to give 5-bromo-2-(2,6-dimethyl-pyridin-4-yloxy)-benzaldehyde as an off white solid (Yield 6 g, 98%). Yields the product COC(=O)C(C(=O)OC)c1ccc(F)cc1[N+](=O)[O-]. Reaction SMILES: [C:7]([CH2:8][C:9](=[O:10])[O:11][CH3:12])(=[O:13])[O:14][CH3:15].[CH3:1][C:2]([CH3:3])([O-:4])[CH3:5].[CH3:28][N:29]1[CH2:30][CH2:31][CH2:32][C:33]1=[O:34].[ClH:27].[F:16][c:17]1[c:18]([N+:24](=[O:25])[O-:26])[cH:19][c:20]([F:23])[cH:21][cH:22]1.[K+:6]>>[C:7]([CH:8]([C:9](=[O:10])[O:11][CH3:12])[c:17]1[c:18]([N+:24](=[O:25])[O-:26])[cH:19][c:20]([F:23])[cH:21][cH:22]1)(=[O:13])[O:14][CH3:15]. The reactants are COC(=O)CC(=O)OC, CC(C)(C)[O-], CN1CCCC1=O, Cl, O=[N+]([O-])c1cc(F)ccc1F, [K+]. The reactants are NC(=O)c1cc(Br)c(F)c2c(C3CCS(=O)(=O)CC3)c[nH]c12, C1COCCO1, [K+], [K+], O=C([O-])[O-], O, OB(O)c1ccsc1. Product: NC(=O)c1cc(-c2ccsc2)c(F)c2c(C3CCS(=O)(=O)CC3)c[nH]c12. Reaction SMILES: [Br:1][c:2]1[c:3]([F:22])[c:4]2[c:5]([CH:14]3[CH2:15][CH2:16][S:17](=[O:20])(=[O:21])[CH2:18][CH2:19]3)[cH:6][nH:7][c:8]2[c:9]([C:11](=[O:12])[NH2:13])[cH:10]1.[CH2:37]1[O:38][CH2:39][CH2:40][O:41][CH2:42]1.[K+:31].[K+:32].[O-:33][C:34]([O-:35])=[O:36].[OH2:43].[s:23]1[cH:24][c:25]([B:28]([OH:29])[OH:30])[cH:26][cH:27]1>>[c:2]1(-[c:25]2[cH:24][s:23][cH:27][cH:26]2)[c:3]([F:22])[c:4]2[c:5]([CH:14]3[CH2:15][CH2:16][S:17](=[O:20])(=[O:21])[CH2:18][CH2:19]3)[cH:6][nH:7][c:8]2[c:9]([C:11](=[O:12])[NH2:13])[cH:10]1. Starting materials: C1CCOC1, O=C1CCCc2c1ccc(O)c2[N+](=O)[O-], OC(Cn1ccnc1)c1cccnc1. The product is O=C1CCCc2c1ccc(OC(Cn1ccnc1)c1cccnc1)c2[N+](=O)[O-]. As a reaction SMILES: [CH2:30]1[O:31][CH2:32][CH2:33][CH2:34]1.[OH:1][c:2]1[c:3]([N+:13](=[O:14])[O-:15])[c:4]2[c:9]([cH:10][cH:11]1)[C:8](=[O:12])[CH2:7][CH2:6][CH2:5]2.[n:16]1([CH2:21][CH:22]([OH:23])[c:24]2[cH:25][n:26][cH:27][cH:28][cH:29]2)[cH:17][n:18][cH:19][cH:20]1>>[O:1]([c:2]1[c:3]([N+:13](=[O:14])[O-:15])[c:4]2[c:9]([cH:10][cH:11]1)[C:8](=[O:12])[CH2:7][CH2:6][CH2:5]2)[CH:22]([CH2:21][n:16]1[cH:17][n:18][cH:19][cH:20]1)[c:24]1[cH:25][n:26][cH:27][cH:28][cH:29]1. The reactants are [NH4+].[Cl-] (NH4Cl), C(C)(C)(C)[S@@](=O)\N=C\C1=CC=C(C(=O)OC(C)(C)C)C=C1 (tert-butyl 4-[(E)-{[(R)-tert-butylsulfinyl]imino}methyl]benzoate), C1CCOC1 (THF), C(C)(C)[Li] (isopropyllithium). Run in O (water), CCOC(=O)C (EtOAc). Conditions: temperature -78 celsius, time 1 hour. The product is C(C)(C)(C)[S@@](=O)N[C@H](C(C)C)C1=CC=C(C(=O)OC(C)(C)C)C=C1 (tert-butyl 4-[(1R)-1-{[(R)-tert-butylsulfinyl]amino}-2-methylpropyl]benzoate). Yield: 46.0%. Reaction SMILES: [C:1]([S@:5](/[N:7]=[CH:8]/[C:9]1[CH:21]=[CH:20][C:12]([C:13]([O:15][C:16]([CH3:19])([CH3:18])[CH3:17])=[O:14])=[CH:11][CH:10]=1)=[O:6])([CH3:4])([CH3:3])[CH3:2].[CH2:22]1[CH2:26]OC[CH2:23]1.C([Li])(C)C.[NH4+].[Cl-]>O.CCOC(C)=O>[C:1]([S@:5]([NH:7][C@@H:8]([C:9]1[CH:10]=[CH:11][C:12]([C:13]([O:15][C:16]([CH3:19])([CH3:18])[CH3:17])=[O:14])=[CH:20][CH:21]=1)[CH:22]([CH3:26])[CH3:23])=[O:6])([CH3:4])([CH3:2])[CH3:3] |f:3.4|. Procedure: To an oven-dried 50-mL round-bottom flask was added tert-butyl 4-[(E)-{[(R)-tert-butylsulfinyl]imino}methyl]benzoate (3.00 g, 9.70 mmol) and THF (48 mL). The solution was cooled to −78° C. then isopropyllithium (55.4 mL, 38.8 mmol, 0.70 M of in pentane) was slowly added via a syringe pump over 15 min. The resulting reaction mixture was stirred at −78° C. After 1 h, EtOAc (100 mL), sat. NH4Cl solution (20 mL), and water (10 mL) were added to the flask at this temperature. After separation, the aq... The reactants are FC1=C(CCl)C=CC=C1 (o-fluorobenzylchloride), NC1=C(C(=NC2=CC=CC=C12)C)C(C)=O (1-(4-amino-2-methyl-3-quinolinyl)-ethanone), [OH-].[K+] (potassium hydroxide). The solvent is CS(=O)C (dimethylsulfoxide), O (water), CS(=O)C (dimethylsulfoxide), CS(=O)C (dimethylsulfoxide). Conditions: time 8 hour. Product: FC1=C(C=CC=C1)CN(C1=C(C(=NC2=CC=CC=C12)C)C(C)=O)CC1=C(C=CC=C1)F (1-[4-bis(2-fluorophenylmethyl)amino-2-methyl-3-quinolinyl]-ethanone). Reaction SMILES: [NH2:1][C:2]1[C:11]2[C:6](=[CH:7][CH:8]=[CH:9][CH:10]=2)[N:5]=[C:4]([CH3:12])[C:3]=1[C:13](=[O:15])[CH3:14].[OH-].[K+].[F:18][C:19]1[CH:26]=[CH:25][CH:24]=[CH:23][C:20]=1[CH2:21]Cl>CS(C)=O.O>[F:18][C:19]1[CH:26]=[CH:25][CH:24]=[CH:23][C:20]=1[CH2:21][N:1]([CH2:21][C:20]1[CH:23]=[CH:24][CH:25]=[CH:26][C:19]=1[F:18])[C:2]1[C:11]2[C:6](=[CH:7][CH:8]=[CH:9][CH:10]=2)[N:5]=[C:4]([CH3:12])[C:3]=1[C:13](=[O:15])[CH3:14] |f:1.2|. Procedure details: A solution of 1-(4-amino-2-methyl-3-quinolinyl)-ethanone in dimethylsulfoxide (150 ml) was added to a stirred slurry of pulverized 85% potassium hydroxide (7 g) in dimethylsulfoxide (40 ml). This mixture was stirred at ambient temperature for twenty minutes, and thereafter a solution of o-fluorobenzylchloride (15.2 g) in dimethylsulfoxide (40 ml) was added dropwise. The mixture was stirred for two hours and allowed to stand overnight at room temperature. Thereafter, it was then poured onto ice a... Reactants: C(C)(C)(C)OC(NC1(CCC1)C1=CC=C(C=C1)C=1C(=CC2=C(OC\C(\N2)=N/N)N1)C1=CC=CC=C1)=O ((E)-tert-butyl(1-(4-(2-hydrazono-7-phenyl-2,3-dihydro-1H-pyrido[2,3-b][1,4]oxazin-6-yl)phenyl)cyclobutyl)carbamate), COC(C)(OC)OC (1,1,1-trimethoxyethane). The product is CC1=NN=C2N1C1=C(OC2)N=C(C(=C1)C1=CC=CC=C1)C1=CC=C(C=C1)C1(CCC1)NC(OC(C)(C)C)=O (Tert-butyl (1-(4-(1-methyl-8-phenyl-4H-pyrido[2,3-b][1,2,4]triazolo[4,3-d][1,4]oxazin-7-yl)phenyl)cyclobutyl)carbamate). Yield: 47.0%. As a reaction SMILES: [C:1]([O:5][C:6](=[O:36])[NH:7][C:8]1([C:12]2[CH:17]=[CH:16][C:15]([C:18]3[C:19]([C:30]4[CH:35]=[CH:34][CH:33]=[CH:32][CH:31]=4)=[CH:20][C:21]4[NH:26]/[C:25](=[N:27]/[NH2:28])/[CH2:24][O:23][C:22]=4[N:29]=3)=[CH:14][CH:13]=2)[CH2:11][CH2:10][CH2:9]1)([CH3:4])([CH3:3])[CH3:2].CO[C:39](OC)(OC)[CH3:40]>>[CH3:39][C:40]1[N:26]2[C:21]3[CH:20]=[C:19]([C:30]4[CH:31]=[CH:32][CH:33]=[CH:34][CH:35]=4)[C:18]([C:15]4[CH:14]=[CH:13][C:12]([C:8]5([NH:7][C:6](=[O:36])[O:5][C:1]([CH3:4])([CH3:2])[CH3:3])[CH2:11][CH2:10][CH2:9]5)=[CH:17][CH:16]=4)=[N:29][C:22]=3[O:23][CH2:24][C:25]2=[N:27][N:28]=1. Reported procedure: A solution of (E)-tert-butyl(1-(4-(2-hydrazono-7-phenyl-2,3-dihydro-1H-pyrido[2,3-b][1,4]oxazin-6-yl)phenyl)cyclobutyl)carbamate (50 mg, 0.103 mmol) in 1,1,1-trimethoxyethane (1 ml) was heated to 150° C. for 15 minutes under microwave irradiation. The resulting reaction mixture was concentrated to dryness under reduced pressure and purified by Biotage silica gel chromatography (gradient 0% to 100% ethyl acetate in n-hexanes) to give the title compound (24 mg, 47%). LCMS (Method A): RT=6.71 min, ... The reactants are C(C)(=O)O[C@H]1[C@@H](O[C@@H]([C@H]([C@@H]1OC(C)=O)OC(C)=O)COC(C)=O)C1=CN(C2=C(C=CC=C12)Cl)CC1=CC=C(C=C1)OCCOS(=O)(=O)C (3-(2,3,4,6-tetra-O-acetyl-β-D-glucopyranosyl)-7-chloro-1-{4-[2-(methanesulfonyloxy)ethoxy]-benzyl}-1H-indole), [N-]=[N+]=[N-].[Na+] (sodium azide), O (water). The solvent is CN(C=O)C (N,N-dimethylformamide). Run at temperature 100 celsius, time 2 hour. Product: NCCOC1=CC=C(CN2C=C(C3=CC=CC(=C23)Cl)[C@H]2[C@H](O)[C@@H](O)[C@H](O)[C@H](O2)CO)C=C1 (1-[4-(2-Aminoethoxy)benzyl]-7-chloro-3-(β-D-glucopyranosyl)-1H-indole). Isolated yield 21.7%. Reaction SMILES: C([O:4][C@@H:5]1[C@@H:10]([O:11]C(=O)C)[C@H:9]([O:15]C(=O)C)[C@@H:8]([CH2:19][O:20]C(=O)C)[O:7][C@H:6]1[C:24]1[C:32]2[C:27](=[C:28]([Cl:33])[CH:29]=[CH:30][CH:31]=2)[N:26]([CH2:34][C:35]2[CH:40]=[CH:39][C:38]([O:41][CH2:42][CH2:43]OS(C)(=O)=O)=[CH:37][CH:36]=2)[CH:25]=1)(=O)C.[N-:49]=[N+]=[N-].[Na+].O>CN(C)C=O>[NH2:49][CH2:43][CH2:42][O:41][C:38]1[CH:37]=[CH:36][C:35]([CH2:34][N:26]2[C:27]3[C:32](=[CH:31][CH:30]=[CH:29][C:28]=3[Cl:33])[C:24]([C@@H:6]3[O:7][C@H:8]([CH2:19][OH:20])[C@@H:9]([OH:15])[C@H:10]([OH:11])[C@H:5]3[OH:4])=[CH:25]2)=[CH:40][CH:39]=1 |f:1.2|. Procedure details: To a solution of 3-(2,3,4,6-tetra-O-acetyl-β-D-glucopyranosyl)-7-chloro-1-{4-[2-(methanesulfonyloxy)ethoxy]-benzyl}-1H-indole (85 mg) in N,N-dimethylformamide (2 mL) was added sodium azide (12 mg), and the mixture was stirred at 100° C. for 2 hours. The reaction mixture was poured into water, and the resulting mixture was extracted with diethyl ether. The extract was washed with water and brine successively, and dried over anhydrous sodium sulfate. The solvent was removed under reduced pressure....